From a dataset of the Open Reaction Database (ORD), a public repository of structured organic reaction records. describe an organic reaction: reactants, conditions, products, and yield The reactants are COc1cc2nccc(Oc3ccc(N)cc3F)c2cc1OC, CCO, Cc1ccccc1, O=C(N=C=S)c1cccc(Cl)c1. Yields the product COc1cc2nccc(Oc3ccc(NC(=S)NC(=O)c4cccc(Cl)c4)cc3F)c2cc1OC. RXN SMILES: [CH3:1][O:2][c:3]1[cH:4][c:5]2[c:6]([O:15][c:16]3[c:17]([F:23])[cH:18][c:19]([NH2:20])[cH:21][cH:22]3)[cH:7][cH:8][n:9][c:10]2[cH:11][c:12]1[O:13][CH3:14].[CH3:24][CH2:25][OH:26].[CH3:39][c:40]1[cH:41][cH:42][cH:43][cH:44][cH:45]1.[Cl:27][c:28]1[cH:29][c:30]([C:34](=[O:35])[N:36]=[C:37]=[S:38])[cH:31][cH:32][cH:33]1>>[CH3:1][O:2][c:3]1[cH:4][c:5]2[c:6]([O:15][c:16]3[c:17]([F:23])[cH:18][c:19]([NH:20][C:37]([NH:36][C:34]([c:30]4[cH:29][c:28]([Cl:27])[cH:33][cH:32][cH:31]4)=[O:35])=[S:38])[cH:21][cH:22]3)[cH:7][cH:8][n:9][c:10]2[cH:11][c:12]1[O:13][CH3:14]. Starting materials: BrC1=C2C=NNC2=CC(=C1)OC (4-bromo-6-methoxy-1H-indazole), TsOH monohydrate, O1CCCC=C1 (3,4-dihydro-2H-pyran). The solvent is C1CCOC1 (THF). Product: BrC1=C2C=NN(C2=CC(=C1)OC)C1OCCCC1 (4-bromo-6-methoxy-1-(tetrahydro-2H-pyran-2-yl)-1H-indazole). Yield: 111.7%. RXN SMILES: [Br:1][C:2]1[CH:10]=[C:9]([O:11][CH3:12])[CH:8]=[C:7]2[C:3]=1[CH:4]=[N:5][NH:6]2.[O:13]1[CH:18]=[CH:17][CH2:16][CH2:15][CH2:14]1>C1COCC1>[Br:1][C:2]1[CH:10]=[C:9]([O:11][CH3:12])[CH:8]=[C:7]2[C:3]=1[CH:4]=[N:5][N:6]2[CH:14]1[CH2:15][CH2:16][CH2:17][CH2:18][O:13]1. Procedure: A round-bottom flask was charged with 4-bromo-6-methoxy-1H-indazole (1.00 g, 4.40 mmol), TsOH monohydrate (39 mg, 0.22 mmol), 3,4-dihydro-2H-pyran (1.48 g, 17.6 mmol), and THF (40 mL). The reaction mixture was degassed with nitrogen and refluxed for 18 h, and the solvent was then removed in vacuo. The residue was purified by SiO2 chromatography to afford 4-bromo-6-methoxy-1-(tetrahydro-2H-pyran-2-yl)-1H-indazole (1.53 g, quantitative) as a yellow solid. MS (ESI) m/z: 311.2 [M+1]+. The reactants are COC1=CC=C(CN2N=CC3=C2N=CC=2CN(CCC32)CC3=CC=C(C=C3)OC)C=C1 (3,7-bis-(4-methoxy-benzyl)-6,7,8,9-tetrahydro-3H-pyrazolo[3,4-c][2,7]naphthyridine), FC(C(=O)O)(F)F (trifluoroacetic acid). Solvent: C1(=CC=CC=C1)C (toluene). Conditions: temperature 65 celsius. Yields the product COC1=CC=C(CN2CCC=3C4=C(N=CC3C2)NN=C4)C=C1 (7-(4-methoxybenzyl)-6,7,8,9-tetrahydro-3H-pyrazolo[3,4-c][2,7]naphthyridine). Reaction SMILES: COC1C=CC(C[N:8]2[C:12]3[N:13]=[CH:14][C:15]4[CH2:16][N:17]([CH2:21][C:22]5[CH:27]=[CH:26][C:25]([O:28][CH3:29])=[CH:24][CH:23]=5)[CH2:18][CH2:19][C:20]=4[C:11]=3[CH:10]=[N:9]2)=CC=1.FC(F)(F)C(O)=O>C1(C)C=CC=CC=1>[CH3:29][O:28][C:25]1[CH:24]=[CH:23][C:22]([CH2:21][N:17]2[CH2:16][C:15]3[CH:14]=[N:13][C:12]4[NH:8][N:9]=[CH:10][C:11]=4[C:20]=3[CH2:19][CH2:18]2)=[CH:27][CH:26]=1. Reported procedure: To 3,7-bis-(4-methoxy-benzyl)-6,7,8,9-tetrahydro-3H-pyrazolo[3,4-c][2,7]naphthyridine (0.092 g, 0.22 mmol) was added trifluoroacetic acid (3 mL). The reaction mixture was heated at 65° C. for 16 hours. On the completion of the reaction, toluene (5 mL) was added. The solvent was removed under reduced pressure to give a dark brown solid. The residue was then partitioned between EtOAc and aqueous NaOH. The organic layer was then separated, washed with brine (2×10 mL), dried (Na2SO4), filtered and c... The reactants are C1(CCCC1)CCC(=O)NC=1C=CC2=C(OC(OC2=O)(C)C)C1 (3-cyclopentyl-N-(2,2-dimethyl-4-oxo-4H-1,3-benzodioxin-7-yl)propanamide), B (borane), B (borane). Run in C1CCOC1 (THF), C1CCOC1 (THF), C1CCOC1 (THF). Conditions: time 2 hour. Yields the product C1(CCCC1)CCCNC=1C=CC2=C(OC(OC2=O)(C)C)C1 (7-[(3-cyclopentylpropyl)amino]-2,2-dimethyl-4H-1,3-benzodioxin-4-one). The yield is 85.7%. As a reaction SMILES: [CH:1]1([CH2:6][CH2:7][C:8]([NH:10][C:11]2[CH:12]=[CH:13][C:14]3[C:19](=[O:20])[O:18][C:17]([CH3:22])([CH3:21])[O:16][C:15]=3[CH:23]=2)=O)[CH2:5][CH2:4][CH2:3][CH2:2]1.B>C1COCC1>[CH:1]1([CH2:6][CH2:7][CH2:8][NH:10][C:11]2[CH:12]=[CH:13][C:14]3[C:19](=[O:20])[O:18][C:17]([CH3:21])([CH3:22])[O:16][C:15]=3[CH:23]=2)[CH2:5][CH2:4][CH2:3][CH2:2]1. Procedure details: To a solution of 3-cyclopentyl-N-(2,2-dimethyl-4-oxo-4H-1,3-benzodioxin-7-yl)propanamide (2.57 g, 8.08 mmol) in THF (30 mL) was added a solution of borane in THF (24.3 ml, 24.3 mmol, 1M) and the resulting mixture was stirred at rt for 2 hrs. The mixture was then refluxed for 2 hrs. A solution of borane in THF (10.0 ml, 10.0 mmol, 1M) was added again and the mixture was refluxed for an additional 5 hrs. The reaction was quenched with HCl 5 N. Then the solution was made basic by the addition of an... Starting materials: C1CCOC1, Clc1ccc2c(N3CCNCC3)ccnc2c1, Fc1ccc(N=C=S)cc1. Product: Fc1ccc(NC(=S)N2CCN(c3ccnc4cc(Cl)ccc34)CC2)cc1. RXN SMILES: [CH2:28]1[O:29][CH2:30][CH2:31][CH2:32]1.[Cl:1][c:2]1[cH:3][cH:4][c:5]2[c:6]([N:12]3[CH2:13][CH2:14][NH:15][CH2:16][CH2:17]3)[cH:7][cH:8][n:9][c:10]2[cH:11]1.[F:18][c:19]1[cH:20][cH:21][c:22]([N:25]=[C:26]=[S:27])[cH:23][cH:24]1>>[Cl:1][c:2]1[cH:3][cH:4][c:5]2[c:6]([N:12]3[CH2:13][CH2:14][N:15]([C:26]([NH:25][c:22]4[cH:21][cH:20][c:19]([F:18])[cH:24][cH:23]4)=[S:27])[CH2:16][CH2:17]3)[cH:7][cH:8][n:9][c:10]2[cH:11]1. Procedure: To a solution of ethyl 3-benzylamino-3-methylthio-2-cyanoacrylate (1.07 g, 3.87 mmol) in acetonitrile (10 ml) was added 2-aminomethyl-4-(p-fluorobenzyl)morpholine (0.90 g, 4.02 mmol) and the mixture was stirred at room temperature for 10 hours. The reaction mixture was concentrated under reduced pressure and the residue was purified by silica gel column chromatography to give the title compound as white crystals (0.70 g) from the fraction from hexane-ethyl acetate (1/1). Yield=40%. As a reaction SMILES: [CH2:1]([NH:8][C:9](SC)=[C:10]([C:16]#[N:17])[C:11]([O:13][CH2:14][CH3:15])=[O:12])[C:2]1[CH:7]=[CH:6][CH:5]=[CH:4][CH:3]=1.[NH2:20][CH2:21][CH:22]1[O:27][CH2:26][CH2:25][N:24]([CH2:28][C:29]2[CH:34]=[CH:33][C:32]([F:35])=[CH:31][CH:30]=2)[CH2:23]1>C(#N)C>[CH2:1]([NH:8][C:9]([NH:20][CH2:21][CH:22]1[O:27][CH2:26][CH2:25][N:24]([CH2:28][C:29]2[CH:34]=[CH:33][C:32]([F:35])=[CH:31][CH:30]=2)[CH2:23]1)=[C:10]([C:16]#[N:17])[C:11]([O:13][CH2:14][CH3:15])=[O:12])[C:2]1[CH:7]=[CH:6][CH:5]=[CH:4][CH:3]=1. Yields the product C(C1=CC=CC=C1)NC(=C(C(=O)OCC)C#N)NCC1CN(CCO1)CC1=CC=C(C=C1)F (Ethyl 3-benzylamino-3-[4-(p-fluorobenzyl)-2-morpholinylmethylamino]-2-cyanoacrylate). The solvent is C(C)#N (acetonitrile). Yield: 40.0%. Run at time 10 hour. The reactants are C(C1=CC=CC=C1)NC(=C(C(=O)OCC)C#N)SC (ethyl 3-benzylamino-3-methylthio-2-cyanoacrylate), NCC1CN(CCO1)CC1=CC=C(C=C1)F (2-aminomethyl-4-(p-fluorobenzyl)morpholine).